From a dataset of the Open Reaction Database (ORD), a public repository of structured organic reaction records. describe an organic reaction: reactants, conditions, products, and yield The reactants are COC(=O)c1ccc(COc2ncccc2-c2nc3cc(F)c(F)cc3n2CC2CCCCC2)cc1, [Li+], C1CCOC1, [OH-], O, O. The product is O=C(O)c1ccc(COc2ncccc2-c2nc3cc(F)c(F)cc3n2CC2CCCCC2)cc1. As a reaction SMILES: [CH3:1][O:2][C:3]([c:4]1[cH:5][cH:6][c:7]([CH2:10][O:11][c:12]2[n:13][cH:14][cH:15][cH:16][c:17]2-[c:18]2[n:19][c:20]3[c:21]([n:22]2[CH2:23][CH:24]2[CH2:25][CH2:26][CH2:27][CH2:28][CH2:29]2)[cH:30][c:31]([F:35])[c:32]([F:34])[cH:33]3)[cH:8][cH:9]1)=[O:36].[Li+:39].[O:40]1[CH2:41][CH2:42][CH2:43][CH2:44]1.[OH-:38].[OH2:37].[OH2:45]>>[O:2]=[C:3]([c:4]1[cH:5][cH:6][c:7]([CH2:10][O:11][c:12]2[n:13][cH:14][cH:15][cH:16][c:17]2-[c:18]2[n:19][c:20]3[c:21]([n:22]2[CH2:23][CH:24]2[CH2:25][CH2:26][CH2:27][CH2:28][CH2:29]2)[cH:30][c:31]([F:35])[c:32]([F:34])[cH:33]3)[cH:8][cH:9]1)[OH:36]. The reactants are C(C)OC(C)(OCC)OCC (1,1,1-triethoxyethane), ClN1C(CCC1=O)=O (N-chlorosuccinimide). Solvent: C(Cl)(Cl)(Cl)Cl (carbon tetrachloride). Run at temperature 40 celsius. The product is ClCC(OCC)(OCC)OCC (2-chloro-1,1,1-triethoxyethane). Yield: 77.1%. RXN SMILES: [CH2:1]([O:3][C:4]([O:9][CH2:10][CH3:11])([O:6][CH2:7][CH3:8])[CH3:5])[CH3:2].[Cl:12]N1C(=O)CCC1=O>C(Cl)(Cl)(Cl)Cl>[Cl:12][CH2:5][C:4]([O:3][CH2:1][CH3:2])([O:6][CH2:7][CH3:8])[O:9][CH2:10][CH3:11]. Procedure details: A mixture of 1,1,1-triethoxyethane (97.3 g) and N-chlorosuccinimide (88.1 g) in carbon tetrachloride (600 ml) was warmed to 40° C. and then irradiated with an ultraviolet lamp. The reaction became exothermic and then subsided upon completion of the reaction. The precipitated succinimide byproduct was filtered off and the filtrate was concentrated to remove carbon tetrachloride. The residual liquid was distilled to obtain pure 2-chloro-1,1,1-triethoxyethane (91.0 g; b.p. 91° C./25 mm). Reactants: CN1C(N(C(C=2C1=CNC2C=2C=C(C#N)C=CC2)=O)C)=O (3-(1,3-dimethyl-2,4-dioxo-2,3,4,6-tetrahydro-1H-pyrrolo[3,4-d]pyrimidin-5-yl)benzonitrile), BrCCCCC(=O)OCC (ethyl 5-bromopentanoate). Product: C(#N)C=1C=C(C=CC1)C=1N(C=C2N(C(N(C(C21)=O)C)=O)C)CCCCC(=O)OCC (Ethyl 5-(5-(3-cyanophenyl)-1,3-dimethyl-2,4-dioxo-3,4-dihydro-1H-pyrrolo[3,4-d]pyrimidin-6(2H)-yl)pentanoate). RXN SMILES: [CH3:1][N:2]1[C:7]2=[CH:8][NH:9][C:10]([C:11]3[CH:12]=[C:13]([CH:16]=[CH:17][CH:18]=3)[C:14]#[N:15])=[C:6]2[C:5](=[O:19])[N:4]([CH3:20])[C:3]1=[O:21].Br[CH2:23][CH2:24][CH2:25][CH2:26][C:27]([O:29][CH2:30][CH3:31])=[O:28]>>[C:14]([C:13]1[CH:12]=[C:11]([C:10]2[N:9]([CH2:23][CH2:24][CH2:25][CH2:26][C:27]([O:29][CH2:30][CH3:31])=[O:28])[CH:8]=[C:7]3[C:6]=2[C:5](=[O:19])[N:4]([CH3:20])[C:3](=[O:21])[N:2]3[CH3:1])[CH:18]=[CH:17][CH:16]=1)#[N:15]. Reported procedure: The title compound was prepared from 3-(1,3-dimethyl-2,4-dioxo-2,3,4,6-tetrahydro-1H-pyrrolo[3,4-d]pyrimidin-5-yl)benzonitrile (Example 9, step 4) and ethyl 5-bromopentanoate (0.712 mL, 4.50 mmol) by an analogous method to Example 9 step 5; Reactants: ClCc1cnc(Nc2ccccn2)s1, Cl, [H-], [K+], [Na+], CN(C)C=O, O=C(NC1CC1)c1ccc(F)c(O)c1, O=S(=O)([O-])O. Reaction SMILES: [Cl:18][CH2:19][c:20]1[cH:21][n:22][c:23]([NH:25][c:26]2[n:27][cH:28][cH:29][cH:30][cH:31]2)[s:24]1.[ClH:17].[H-:2].[K+:37].[Na+:1].[O:38]=[CH:39][N:40]([CH3:41])[CH3:42].[OH:3][c:4]1[cH:5][c:6]([C:7](=[O:8])[NH:9][CH:10]2[CH2:11][CH2:12]2)[cH:13][cH:14][c:15]1[F:16].[S:32](=[O:33])(=[O:34])([OH:35])[O-:36]>>[O:3]([c:4]1[cH:5][c:6]([C:7](=[O:8])[NH:9][CH:10]2[CH2:11][CH2:12]2)[cH:13][cH:14][c:15]1[F:16])[CH2:19][c:20]1[cH:21][n:22][c:23]([NH:25][c:26]2[n:27][cH:28][cH:29][cH:30][cH:31]2)[s:24]1. Product: O=C(NC1CC1)c1ccc(F)c(OCc2cnc(Nc3ccccn3)s2)c1. Starting materials: COc1cc2c(Oc3ccc([N+](=O)[O-])cc3)ccnc2cc1OCc1ccccc1, O=C(O)C(F)(F)F, CSc1ccccc1. As a reaction SMILES: [CH2:9]([c:10]1[cH:11][cH:12][cH:13][cH:14][cH:15]1)[O:16][c:17]1[c:18]([O:37][CH3:38])[cH:19][c:20]2[c:21]([O:27][c:28]3[cH:29][cH:30][c:31]([N+:34](=[O:35])[O-:36])[cH:32][cH:33]3)[cH:22][cH:23][n:24][c:25]2[cH:26]1.[OH:39][C:40]([C:41]([F:42])([F:43])[F:44])=[O:45].[c:1]1([S:2][CH3:3])[cH:4][cH:5][cH:6][cH:7][cH:8]1>>[OH:16][c:17]1[c:18]([O:37][CH3:38])[cH:19][c:20]2[c:21]([O:27][c:28]3[cH:29][cH:30][c:31]([N+:34](=[O:35])[O-:36])[cH:32][cH:33]3)[cH:22][cH:23][n:24][c:25]2[cH:26]1. The product is COc1cc2c(Oc3ccc([N+](=O)[O-])cc3)ccnc2cc1O. Reactants: BrC=1C=CC2=C(C3=C(O2)C=CC(=C3)C3=CC=C(C=C3)N3C2=CC=CC=C2C=2C=CC=CC32)C1 (9-(4-(8-bromodibenzo[b,d]furan-2-yl)phenyl)-9H-carbazole), CC1(OB(OC1(C)C)C=1C=C(C=C(C1)C=1OC2=C(N1)C=CC=C2)C=2OC1=C(N2)C=CC=C1)C (2,2′-(5-(4,4,5,5-tetramethyl-1,3,2-dioxaborolan-2-yl)-1,3-phenylene)bis(benzo[d]oxazole)), C([O-])([O-])=O.[K+].[K+] (potassium carbonate), O1CCOCC1 (1,4-dioxane). The reagents and catalysts are [Pd].C1(=CC=CC=C1)P(C1=CC=CC=C1)C1=CC=CC=C1.C1(=CC=CC=C1)P(C1=CC=CC=C1)C1=CC=CC=C1.C1(=CC=CC=C1)P(C1=CC=CC=C1)C1=CC=CC=C1.C1(=CC=CC=C1)P(C1=CC=CC=C1)C1=CC=CC=C1 (tetrakis(triphenylphosphine) palladium(0)). The solvent is O (water). Reaction conditions: temperature 100 celsius, time 16.5 hour. Product: C1=CC=CC=2C3=CC=CC=C3N(C12)C1=CC=C(C=C1)C=1C=CC2=C(C3=C(O2)C=CC(=C3)C=3C=C(C=C(C3)C=3OC2=C(N3)C=CC=C2)C=2OC3=C(N2)C=CC=C3)C1 (2,2′-(5-(8-(4-(9H-carbazol-9-yl)phenyl)dibenzo[b,d]furan-2-yl)-1,3-phenylene)bis(benzo[d]oxazole)). As a reaction SMILES: Br[C:2]1[CH:3]=[CH:4][C:5]2[O:9][C:8]3[CH:10]=[CH:11][C:12]([C:14]4[CH:19]=[CH:18][C:17]([N:20]5[C:32]6[CH:31]=[CH:30][CH:29]=[CH:28][C:27]=6[C:26]6[C:21]5=[CH:22][CH:23]=[CH:24][CH:25]=6)=[CH:16][CH:15]=4)=[CH:13][C:7]=3[C:6]=2[CH:33]=1.CC1(C)C(C)(C)OB(C2[CH:43]=[C:44](C3OC4C=CC=CC=4N=3)[CH:45]=[C:46]([C:48]3[O:49][C:50]4[CH:56]=[CH:55][CH:54]=[CH:53][C:51]=4[N:52]=3)[CH:47]=2)O1.C(=O)([O-])[O-].[K+].[K+].O1[CH2:78][CH2:77][O:76][CH2:75][CH2:74]1>[Pd].C1(P(C2C=CC=CC=2)C2C=CC=CC=2)C=CC=CC=1.C1(P(C2C=CC=CC=2)C2C=CC=CC=2)C=CC=CC=1.C1(P(C2C=CC=CC=2)C2C=CC=CC=2)C=CC=CC=1.C1(P(C2C=CC=CC=2)C2C=CC=CC=2)C=CC=CC=1.O>[CH:31]1[C:32]2[N:20]([C:17]3[CH:16]=[CH:15][C:14]([C:12]4[CH:13]=[CH:7][C:8]5[O:9][C:5]6[CH:4]=[CH:3][C:2]([C:44]7[CH:43]=[C:78]([C:77]8[O:76][C:75]9[CH:74]=[CH:14][CH:15]=[CH:16][C:17]=9[N:20]=8)[CH:47]=[C:46]([C:48]8[O:49][C:50]9[CH:56]=[CH:55][CH:54]=[CH:53][C:51]=9[N:52]=8)[CH:45]=7)=[CH:33][C:6]=6[C:10]=5[CH:11]=4)=[CH:19][CH:18]=3)[C:21]3[C:26](=[CH:25][CH:24]=[CH:23][CH:22]=3)[C:27]=2[CH:28]=[CH:29][CH:30]=1 |f:2.3.4,6.7.8.9.10|. Reported procedure: A mixture of Compound 13 (1.00 g, 2.28 mmol), 2,2′-(5-(4,4,5,5-tetramethyl-1,3,2-dioxaborolan-2-yl)-1,3-phenylene)bis(benzo[d]oxazole) (1.159 g, 2.37 mmol), tetrakis(triphenylphosphine) palladium(0) (0.13 g, 0.11 mmol), potassium carbonate (0.95 g, 6.85 mmol), 1,4-dioxane (20.00 mL), and water (4.00 mL) was degassed with bubbling argon for 20 minutes at 45° C. The reaction was then heated to 100° C. and stirred overnight (16.5 hours), maintaining an argon atmosphere. The precipitated product was... The reactants are [Si](C)(C)(C(C)(C)C)OC1=C(OC2=C1C=CC(=C2)OCCCl)C2=CC=C(C=C2)Cl (3-tert-butyldimethylsilyloxy-6-(2-chloroethoxy)-2-(4-chlorophenyl)benzofuran). Run in Cl (hydrogen chloride), O1CCOCC1 (dioxane). Conditions: time 1.5 hour. Product: ClCCOC1=CC2=C(C(C(O2)C2=CC=C(C=C2)Cl)=O)C=C1 (6-(2-Chloroethoxy)-2-(4-chlorophenyl)benzofuran-3(2H)-one). Yield: 100.2%. Reaction SMILES: [Si]([O:8][C:9]1[C:13]2[CH:14]=[CH:15][C:16]([O:18][CH2:19][CH2:20][Cl:21])=[CH:17][C:12]=2[O:11][C:10]=1[C:22]1[CH:27]=[CH:26][C:25]([Cl:28])=[CH:24][CH:23]=1)(C(C)(C)C)(C)C>Cl.O1CCOCC1>[Cl:21][CH2:20][CH2:19][O:18][C:16]1[CH:15]=[CH:14][C:13]2[C:9](=[O:8])[CH:10]([C:22]3[CH:27]=[CH:26][C:25]([Cl:28])=[CH:24][CH:23]=3)[O:11][C:12]=2[CH:17]=1. Reported procedure: 66.5 g (152 mmol) of 3-tert-butyldimethylsilyloxy-6-(2-chloroethoxy)-2-(4-chlorophenyl)benzofuran are dissolved in 500 ml of a 4 M hydrogen chloride solution in dioxane at RT under argon and stirred for 1.5 h. The mixture is concentrated to result in 49.2 g of a residue which is stored under argon and reacted further without purification. Reactants: CC=1C=C(C(=O)O)C=C(N1)CC(C)C (2-methyl-6-(2-methyl-propyl)-isonicotinic acid), C(=C)(C)B1OB(OB(O1)C(=C)C)C(=C)C (2,4,6-triisopropenyl-cyclotriboroxane). Product: C(C1=CC=NC=C1)(=O)O (Isonicotinic Acid). As a reaction SMILES: C[C:2]1[CH:3]=[C:4]([CH:8]=[C:9](CC(C)C)[N:10]=1)[C:5]([OH:7])=[O:6].C(B1OB(C(C)=C)OB(C(C)=C)O1)(C)=C>>[C:5]([OH:7])(=[O:6])[C:4]1[CH:8]=[CH:9][N:10]=[CH:2][CH:3]=1. Procedure: The title compound is prepared in analogy to 2-methyl-6-(2-methyl-propyl)-isonicotinic acid using 2,4,6-triisopropenyl-cyclotriboroxane; LC-MS: tR=0.23 min; [M+1]+=180.44.